Task: describe an organic reaction: reactants, conditions, products, and yield. Dataset: the Open Reaction Database (ORD), a public repository of structured organic reaction records Procedure: To a suspension of 100 grams of anhydrous D-glucose in one liter of anhydrous acetone is added 80 grams of anhydrous zinc chloride and 5 grams of 85% phosphoric acid. The mixture is stirred for 30 hours at room temperature and then neutralized with a 50% NaOH solution. The insoluble materials are removed by filtration and washed with acetone. The combined filtrates are evaporated under reduced pressure to heavy syrup and the residual syrup is diluted with 500 ml. of chloroform. The chloroform so... Starting materials: P(O)(O)(O)=O (phosphoric acid), O=C[C@H](O)[C@@H](O)[C@H](O)[C@H](O)CO (D-glucose), [OH-].[Na+] (NaOH). Isolated yield 91.0%. Product: CC1(OC[C@@H](O1)[C@@H]2[C@@H]([C@@H]3[C@H](O2)OC(O3)(C)C)O)C (1,2:5,6-di-O-isopropylidene-α-D-glucofuranose). As a reaction SMILES: [O:1]=[CH:2][C@@H:3]([C@H:5]([C@@H:7]([C@@H:9]([CH2:11][OH:12])[OH:10])[OH:8])[OH:6])[OH:4].P(=O)(O)(O)O.[OH-].[Na+]>CC(C)=O.[Cl-].[Zn+2].[Cl-]>[CH3:2][C:3]1([CH3:5])[O:4][C@@H:3]([C@H:5]2[O:6][C@@H:11]3[O:12][C:9]([CH3:11])([CH3:7])[O:10][C@@H:9]3[C@H:7]2[OH:8])[CH2:2][O:1]1 |f:2.3,5.6.7|. Conditions: time 30 hour. The reagents and catalysts are [Cl-].[Zn+2].[Cl-] (zinc chloride). Run in CC(=O)C (acetone). The reactants are COC(=O)C1N(CC(C1)NC(=O)OC(C)(C)C)CC1=CC=CC=C1 (1-Benzyl-4-tert-butoxycarbonylamino-pyrrolidine-2-carboxylic methyl ester), [Li+].[OH-] (LiOH). Solvent: C1CCOC1.O (THF H2O). Reaction conditions: time 5 hour. Yields the product C(C1=CC=CC=C1)N1C(CC(C1)NC(=O)OC(C)(C)C)C(=O)O (1-benzyl-4-tert-butoxycarbonylamino-pyrrolidine-2-carboxylic acid). RXN SMILES: C[O:2][C:3]([CH:5]1[CH2:9][CH:8]([NH:10][C:11]([O:13][C:14]([CH3:17])([CH3:16])[CH3:15])=[O:12])[CH2:7][N:6]1[CH2:18][C:19]1[CH:24]=[CH:23][CH:22]=[CH:21][CH:20]=1)=[O:4].[Li+].[OH-]>C1COCC1.O>[CH2:18]([N:6]1[CH2:7][CH:8]([NH:10][C:11]([O:13][C:14]([CH3:16])([CH3:17])[CH3:15])=[O:12])[CH2:9][CH:5]1[C:3]([OH:4])=[O:2])[C:19]1[CH:24]=[CH:23][CH:22]=[CH:21][CH:20]=1 |f:1.2,3.4|. Reported procedure: 1-Benzyl-4-tert-butoxycarbonylamino-pyrrolidine-2-carboxylic methyl ester and LiOH are dissolved in THF/H2O, and the resulting mixture is stirred for about 5 hours at room temperature. After removal of the solvent, the PH is adjusted to 6-7. The solid is collected and dried to afford 1-benzyl-4-tert-butoxycarbonylamino-pyrrolidine-2-carboxylic acid (40). The reactants are [H-].[Na+] (Sodium hydride), OC[C@H]1[C@H](C1)C1CCN(CC1)C(=O)OC(C)(C)C (tert-butyl 4-[(1R,2R)-2-(hydroxymethyl)cyclopropyl]piperidine-1-carboxylate), OC[C@H]1[C@H](C1)C1CCN(CC1)C(=O)OC(C)(C)C (tert-butyl 4-[(1R,2R)-2-(hydroxymethyl)cyclopropyl]piperidine-1-carboxylate), BrC1=C(C=C(C=C1)CBr)F (1-bromo-4-(bromomethyl)-2-fluorobenzene), BrC1=C(C=C(C=C1)CBr)F (1-bromo-4-(bromomethyl)-2-fluorobenzene). The solvent is CN(C)C=O (DMF). Run at temperature 0 celsius, time 1 hour. Product: BrC1=C(C=C(COC[C@H]2[C@H](C2)C2CCN(CC2)C(=O)OC(C)(C)C)C=C1)F (tert-butyl 4-((1R,2R)-2-((4-bromo-3-fluorobenzyloxy)methyl)cyclopropyl)piperidine-1-carboxylate). Yield: 99.8%. As a reaction SMILES: [H-].[Na+].[OH:3][CH2:4][C@@H:5]1[CH2:7][C@@H:6]1[CH:8]1[CH2:13][CH2:12][N:11]([C:14]([O:16][C:17]([CH3:20])([CH3:19])[CH3:18])=[O:15])[CH2:10][CH2:9]1.[Br:21][C:22]1[CH:27]=[CH:26][C:25]([CH2:28]Br)=[CH:24][C:23]=1[F:30]>CN(C=O)C>[Br:21][C:22]1[CH:27]=[CH:26][C:25]([CH2:28][O:3][CH2:4][C@@H:5]2[CH2:7][C@@H:6]2[CH:8]2[CH2:9][CH2:10][N:11]([C:14]([O:16][C:17]([CH3:20])([CH3:19])[CH3:18])=[O:15])[CH2:12][CH2:13]2)=[CH:24][C:23]=1[F:30] |f:0.1|. Reported procedure: Sodium hydride (235 mg, 5.87 mmol) was added to a stirring solution of tert-butyl 4-((1R,2R)-2-(hydroxymethyl)cyclopropyl)piperidine-1-carboxylate (Intermediate 4, 1 g, 3.92 mmol) in DMF (10 mL) that had been cooled to 0° C. in an ice bath and placed under an inert atmosphere. 10 min later 1-bromo-4-(bromomethyl)-2-fluorobenzene (Step B product of Intermediate 13, 1.1 g, 4.11 mmol) was introduced to the mixture. The ice bath was removed and the reaction warmed to rt. The reaction was aged for 1 ... Reactants: COC(=O)c1ccc(OC(=O)N2CCC(CN(C(=O)OC(C)(C)C)C(C)c3cccc4ccccc34)C(c3ccccc3)C2)cc1, C1CCOC1, CO, Cl, [Na+], [OH-]. Yields the product CC(c1cccc2ccccc12)N(CC1CCN(C(=O)Oc2ccc(C(=O)O)cc2)CC1c1ccccc1)C(=O)OC(C)(C)C. Reaction SMILES: [C:1]([CH3:2])([CH3:3])([CH3:4])[O:5][C:6](=[O:7])[N:8]([CH:9]([CH3:10])[c:11]1[cH:12][cH:13][cH:14][c:15]2[cH:16][cH:17][cH:18][cH:19][c:20]12)[CH2:21][CH:22]1[CH:23]([c:41]2[cH:42][cH:43][cH:44][cH:45][cH:46]2)[CH2:24][N:25]([C:28](=[O:29])[O:30][c:31]2[cH:32][cH:33][c:34]([C:37](=[O:38])[O:39][CH3:40])[cH:35][cH:36]2)[CH2:26][CH2:27]1.[CH2:47]1[O:48][CH2:49][CH2:50][CH2:51]1.[CH3:55][OH:56].[ClH:54].[Na+:53].[OH-:52]>>[C:1]([CH3:2])([CH3:3])([CH3:4])[O:5][C:6](=[O:7])[N:8]([CH:9]([CH3:10])[c:11]1[cH:12][cH:13][cH:14][c:15]2[cH:16][cH:17][cH:18][cH:19][c:20]12)[CH2:21][CH:22]1[CH:23]([c:41]2[cH:42][cH:43][cH:44][cH:45][cH:46]2)[CH2:24][N:25]([C:28](=[O:29])[O:30][c:31]2[cH:32][cH:33][c:34]([C:37](=[O:38])[OH:39])[cH:35][cH:36]2)[CH2:26][CH2:27]1. The reactants are CO, O=Cc1ccc(Cl)cc1, Cl, NO, [Na+], [OH-], O. Product: ON=Cc1ccc(Cl)cc1. RXN SMILES: [CH3:13][OH:14].[Cl:1][c:2]1[cH:3][cH:4][c:5]([CH:6]=[O:7])[cH:8][cH:9]1.[ClH:10].[NH2:11][OH:12].[Na+:16].[OH-:15].[OH2:17]>>[Cl:1][c:2]1[cH:3][cH:4][c:5]([CH:6]=[N:11][OH:12])[cH:8][cH:9]1.